The task is: describe an organic reaction: reactants, conditions, products, and yield. This data is from the Open Reaction Database (ORD), a public repository of structured organic reaction records. Reactants: C(CCC)OC(=O)C=1N=CC2=CC(=CC=C2C1O)SC1=CC=CC=C1 (4-Hydroxy-7-phenylsulfanyl-isoquinoline-3-carboxylic acid butyl ester), [I-].CC=[N+]=CC (N,N-dimethylmethyleneammonium iodide), C(=O)([O-])[O-].[K+].[K+] (K2CO3). RXN SMILES: [CH2:1]([O:5][C:6]([C:8]1[N:9]=[CH:10][C:11]2[C:16]([C:17]=1[OH:18])=[CH:15][CH:14]=[C:13]([S:19][C:20]1[CH:25]=[CH:24][CH:23]=[CH:22][CH:21]=1)[CH:12]=2)=[O:7])[CH2:2][CH2:3][CH3:4].[I-].C[CH:28]=[N+:29]=[CH:30]C.[C:32]([O-])([O-])=O.[K+].[K+]>C(Cl)Cl>[CH2:1]([O:5][C:6]([C:8]1[N:9]=[C:10]([CH2:28][N:29]([CH3:30])[CH3:32])[C:11]2[C:16]([C:17]=1[OH:18])=[CH:15][CH:14]=[C:13]([S:19][C:20]1[CH:25]=[CH:24][CH:23]=[CH:22][CH:21]=1)[CH:12]=2)=[O:7])[CH2:2][CH2:3][CH3:4] |f:1.2,3.4.5|. Product: C(CCC)OC(=O)C=1N=C(C2=CC(=CC=C2C1O)SC1=CC=CC=C1)CN(C)C (1-Dimethylaminomethyl-4-hydroxy-7-phenylsulfanyl-isoquinoline-3-carboxylic acid butyl ester). Run in C(Cl)Cl (CH2Cl2). Procedure details: A mixture of 4-Hydroxy-7-phenylsulfanyl-isoquinoline-3-carboxylic acid butyl ester (177 mg, 0.5 mmol; see example D-1 f), N,N-dimethylmethyleneammonium iodide (94 mg, 0.5 mmol), K2CO3 (104 mg, 0.75 mmol), and anhydrous CH2Cl2 (3 ml) was stirred at ambient temperature for 2.5 d before the mixture was concentrated in vacuo. To the residue was added water (15 ml), the mixture was acidified by addition of 6 N HCl and then washed with Et2O (3×30 ml). Subsequently, the mixture was neutralized by the a... Yield: 16.6%. Run at time 2.5 day.